The task is: describe an organic reaction: reactants, conditions, products, and yield. This data is from the Open Reaction Database (ORD), a public repository of structured organic reaction records. The reactants are CC(C)(C(C)=O)O (2-methyl-2-hydroxy-butan-3-one), NC1=CC=CC=C1 (aniline), C(C)(=O)O (acetic acid), C1(=CC=CC=C1)C (toluene). Solvent: O (water), O (water). Conditions: temperature 160 celsius, time 5 hour. Yields the product CC1=NC2=CC=CC=C2C1(C)C (2,3,3-trimethyl-indolenine). As a reaction SMILES: [CH3:1][C:2](O)([C:4](=O)[CH3:5])[CH3:3].[NH2:8][C:9]1[CH:14]=[CH:13][CH:12]=[CH:11][CH:10]=1.C(O)(=O)C.C1(C)C=CC=CC=1>O>[CH3:5][C:4]1[C:2]([CH3:3])([CH3:1])[C:14]2[C:9](=[CH:10][CH:11]=[CH:12][CH:13]=2)[N:8]=1. Procedure: 408 parts of 2-methyl-2-hydroxy-butan-3-one, 558 parts of aniline and 20 parts of acetic acid in 650 parts of toluene are heated, with removal of water from the system, until no more water separates off. The volatile constituents are then distilled off until the internal temperature reaches 220° C. The distillate can be re-used, without further treatment, in a subsequent batch. The residue is kept for 5 hours at 220° C. and is then cooled to 160° C., and 40 parts of concentrated hydrochloric aci... Reactants: Cl (hydrochloric acid), C([O-])([O-])=O.[K+].[K+] (Potassium carbonate), BrCCN=C=S (2-bromoethyl isothiocyanate), ClC=1C(=NC=C(C1)C(F)(F)F)OC1=NNC(=C1)C (3-(3-chloro-5-trifluoromethylpyridin-2-yloxy)-5-methylpyrazole). Run in CN(C)C=O (DMF). Reaction conditions: time 3 hour. Product: C(=C)NC(=S)N1N=C(C=C1C)OC1=NC=C(C=C1Cl)C(F)(F)F (N-vinyl-3-(3-chloro-5-trifluoromethylpyridin-2-yloxy)-5-methylpyrazole-1-carbothioamide). Yield: 6.1%. Reaction SMILES: C(=O)([O-])[O-].[K+].[K+].Br[CH2:8][CH2:9][N:10]=[C:11]=[S:12].[Cl:13][C:14]1[C:15]([O:24][C:25]2[CH:29]=[C:28]([CH3:30])[NH:27][N:26]=2)=[N:16][CH:17]=[C:18]([C:20]([F:23])([F:22])[F:21])[CH:19]=1.Cl>CN(C=O)C>[CH:9]([NH:10][C:11]([N:27]1[C:28]([CH3:30])=[CH:29][C:25]([O:24][C:15]2[C:14]([Cl:13])=[CH:19][C:18]([C:20]([F:23])([F:22])[F:21])=[CH:17][N:16]=2)=[N:26]1)=[S:12])=[CH2:8] |f:0.1.2|. Procedure: Potassium carbonate (0.76 g, 5.5 mmol) and 2-bromoethyl isothiocyanate (0.83 g, 5 mmol) were added to a solution of 3-(3-chloro-5-trifluoromethylpyridin-2-yloxy)-5-methylpyrazole (1.39 g, 5.0 mmol) in DMF (15 ml), and the mixture was stirred at room temperature for 3 hours. After completion of the reaction, the reaction mixture was poured into 2N hydrochloric acid (30 ml) and extracted with ethyl acetate (30 ml×3). An organic layer was washed with water, dried over anhydrous magnesium sulfate an... Starting materials: CC1=C(OCC=2NCCN2)C=CC=C1C (2-(2,3-dimethylphenoxymethyl)-2-imidazoline), BrC1=CC=C(C=C1)N=C=O (4-bromophenylisocyanate). Solvent: C(Cl)Cl (methylene chloride), C(Cl)Cl (methylene chloride). Conditions: time 2 hour. Yields the product O.BrC1=CC=C(C=C1)NC(=O)N1C(=NCC1)COC1=C(C(=CC=C1)C)C (1-(N-(4-bromophenyl)-carbamoyl)-2-(2,3-dimethylphenoxymethyl)-2-imidazoline monohydrate). RXN SMILES: [CH3:1][C:2]1[C:14]([CH3:15])=[CH:13][CH:12]=[CH:11][C:3]=1[O:4][CH2:5][C:6]1[NH:7][CH2:8][CH2:9][N:10]=1.[Br:16][C:17]1[CH:22]=[CH:21][C:20]([N:23]=[C:24]=[O:25])=[CH:19][CH:18]=1>C(Cl)Cl>[OH2:4].[Br:16][C:17]1[CH:22]=[CH:21][C:20]([NH:23][C:24]([N:10]2[CH2:9][CH2:8][N:7]=[C:6]2[CH2:5][O:4][C:3]2[CH:11]=[CH:12][CH:13]=[C:14]([CH3:15])[C:2]=2[CH3:1])=[O:25])=[CH:19][CH:18]=1 |f:3.4|. Reported procedure: A solution of 2-(2,3-dimethylphenoxymethyl)-2-imidazoline (20.4 g; 1.0 mol) in methylene chloride (300 ml) was cooled to -65° C. and a solution of 4-bromophenylisocyanate (19.8 g; 1.0 mol) in methylene chloride (300 ml) added dropwise during 30 minutes. The reaction mixture was then allowed to warm to ambient temperature and left to stand for 2 hours, when a precipitate had formed. The reaction mixture was evaporated under reduced pressure and the residue recrystallised from acetone to give 1-(N...